Dataset: the Open Reaction Database (ORD), a public repository of structured organic reaction records. Task: describe an organic reaction: reactants, conditions, products, and yield Starting materials: ClC1=C(C=C(C=C1)C)OC (4-chloro-3-methoxytoluene), BrN1C(CCC1=O)=O (N-bromosuccinimide), C(C1=CC=CC=C1)(=O)OOC(C1=CC=CC=C1)=O (benzoyl peroxide). Run in C(Cl)(Cl)(Cl)Cl (carbon tetrachloride). The product is BrCC1=CC(=C(C=C1)Cl)OC (4-(Bromomethyl)-1-chloro-2-methoxybenzene). The yield is 14.9%. RXN SMILES: [Cl:1][C:2]1[CH:7]=[CH:6][C:5]([CH3:8])=[CH:4][C:3]=1[O:9][CH3:10].[Br:11]N1C(=O)CCC1=O.C(OOC(=O)C1C=CC=CC=1)(=O)C1C=CC=CC=1>C(Cl)(Cl)(Cl)Cl>[Br:11][CH2:8][C:5]1[CH:6]=[CH:7][C:2]([Cl:1])=[C:3]([O:9][CH3:10])[CH:4]=1. Reported procedure: To a solution of 4-chloro-3-methoxytoluene (200 mg, 1.28 mmol) in carbon tetrachloride (12 mL) was added N-bromosuccinimide (228 mg, 1.28 mmol) and benzoyl peroxide (31 mg, 0.128 mmol). The mixture was heated at reflux for 2 hours. The reaction mixture was allowed to cool to room temperature and the solvent removed in vacuo. The resulting residue was partitioned between DCM and water. The organic layer was separated, dried over sodium sulphate and evaporated to yield an orange oil. The oil was p... Starting materials: O (water), C(C)(=O)OCC (ethyl acetate), C(C)N(CC)S(F)(F)F (Diethylaminosulfur trifluoride), FC=1C=C(C=C(C1F)F)[C@H]1N2C(/C(/CC[C@@H]2C[C@@H](C1)O)=C/C1=CC(=C(C=C1)N1C=NC(=C1)C)OC)=O ((E)-(6S,8S,9aR)-6-(3,4,5-trifluorophenyl)-8-hydroxy-3-[3-methoxy-4-(4-methyl-1H-imidazol-1-yl)benzylidene]octahydroquinolizin-4-one). Solvent: ClCCl (dichloromethane). Reaction conditions: time 8 hour. The product is F[C@H]1C[C@H](N2C(/C(/CC[C@@H]2C1)=C/C1=CC(=C(C=C1)N1C=NC(=C1)C)OC)=O)C1=CC(=C(C(=C1)F)F)F ((E)-(6S,8R,9aR)-8-fluoro-3-[3-methoxy-4-(4-methyl-1H-imidazol-1-yl)benzylidene]-6-(3,4,5-trifluorophenyl)octahydroquinolizin-4-one), COC=1C=C(\C=C\2/CC[C@@H]3CC=C[C@H](N3C2=O)C2=CC(=C(C(=C2)F)F)F)C=CC1N1C=NC(=C1)C ((E)-(6S,9aR)-3-[3-methoxy-4-(4-methyl-1H-imidazol-1-yl)benzylidene]-6-(3,4,5-trifluorophenyl)-1,2,3,6,9,9a-hexahydroquinolizin-4-one), COC=1C=C(\C=C\2/CC[C@@H]3C=CC[C@H](N3C2=O)C2=CC(=C(C(=C2)F)F)F)C=CC1N1C=NC(=C1)C ((E)-(6S,9aR)-3-[3-methoxy-4-(4-methyl-1H-imidazol-1-yl)benzylidene]-6-(3,4,5-trifluorophenyl)-1,2,3,6,7,9a-hexahydroquinolizin-4-one). Reaction SMILES: C(N(S(F)(F)[F:7])CC)C.[F:10][C:11]1[CH:12]=[C:13]([C@@H:19]2[CH2:28][C@@H:27](O)[CH2:26][C@@H:25]3[N:20]2[C:21](=[O:45])/[C:22](=[CH:30]/[C:31]2[CH:36]=[CH:35][C:34]([N:37]4[CH:41]=[C:40]([CH3:42])[N:39]=[CH:38]4)=[C:33]([O:43][CH3:44])[CH:32]=2)/[CH2:23][CH2:24]3)[CH:14]=[C:15]([F:18])[C:16]=1[F:17].O.C(OCC)(=O)C>ClCCl>[F:7][C@@H:27]1[CH2:26][C@@H:25]2[N:20]([C:21](=[O:45])/[C:22](=[CH:30]/[C:31]3[CH:36]=[CH:35][C:34]([N:37]4[CH:41]=[C:40]([CH3:42])[N:39]=[CH:38]4)=[C:33]([O:43][CH3:44])[CH:32]=3)/[CH2:23][CH2:24]2)[C@H:19]([C:13]2[CH:14]=[C:15]([F:18])[C:16]([F:17])=[C:11]([F:10])[CH:12]=2)[CH2:28]1.[CH3:44][O:43][C:33]1[CH:32]=[C:31]([CH:36]=[CH:35][C:34]=1[N:37]1[CH:41]=[C:40]([CH3:42])[N:39]=[CH:38]1)/[CH:30]=[C:22]1\[CH2:23][CH2:24][C@H:25]2[N:20]([C:21]\1=[O:45])[C@H:19]([C:13]1[CH:14]=[C:15]([F:18])[C:16]([F:17])=[C:11]([F:10])[CH:12]=1)[CH:28]=[CH:27][CH2:26]2.[CH3:44][O:43][C:33]1[CH:32]=[C:31]([CH:36]=[CH:35][C:34]=1[N:37]1[CH:41]=[C:40]([CH3:42])[N:39]=[CH:38]1)/[CH:30]=[C:22]1\[CH2:23][CH2:24][C@H:25]2[N:20]([C:21]\1=[O:45])[C@H:19]([C:13]1[CH:14]=[C:15]([F:18])[C:16]([F:17])=[C:11]([F:10])[CH:12]=1)[CH2:28][CH:27]=[CH:26]2. Reported procedure: Diethylaminosulfur trifluoride (301 μL) was added to a solution of (E)-(6S,8S,9aR)-6-(3,4,5-trifluorophenyl)-8-hydroxy-3-[3-methoxy-4-(4-methyl-1H-imidazol-1-yl)benzylidene]octahydroquinolizin-4-one that is an optically active compound obtained above with a retention time of 4.4 minutes (228 mg) in dichloromethane (20 mL) under ice-cooling, and the reaction solution was stirred at room temperature overnight. Crushed ice, water, and ethyl acetate were added to the reaction solution, and the organ... The reactants are C=CC(=O)OCC, CCCNC1CCC2(CC1C(=O)OCC)OCCO2, CCO, O. Product: CCCN(CCC(=O)OCC)C1CCC2(CC1C(=O)OCC)OCCO2. RXN SMILES: [C:20]([CH:21]=[CH2:22])(=[O:23])[O:24][CH2:25][CH3:26].[CH2:1]([CH2:2][CH3:3])[NH:4][CH:5]1[CH:6]([C:15](=[O:16])[O:17][CH2:18][CH3:19])[CH2:7][C:8]2([O:9][CH2:10][CH2:11][O:12]2)[CH2:13][CH2:14]1.[CH3:28][CH2:29][OH:30].[OH2:27]>>[CH2:1]([CH2:2][CH3:3])[N:4]([CH:5]1[CH:6]([C:15](=[O:16])[O:17][CH2:18][CH3:19])[CH2:7][C:8]2([O:9][CH2:10][CH2:11][O:12]2)[CH2:13][CH2:14]1)[CH2:22][CH2:21][C:20](=[O:23])[O:24][CH2:25][CH3:26]. The reactants are NC=1C=C2CC3(C(=NNC(C3)=O)C2=CC1)C (7-amino-4,4a,-dihydro-4a-methyl-[5H]-indeno[1,2-c]pyridazin-3[2H]-one), CSC(=NC#N)SC (dimethyl cyanodithioiminocarbonate), N1=CC=CC=C1 (pyridine). Yields the product C(#N)N(C(SC)=N)C=1C=C2CC3(C(=NNC(C3)=O)C2=CC1)C (7-(N-cyano-S-methylisothioureido)-4,4a,-dihydro-4a-methyl-[5H]-indeno[1,2-c]pyridazin-3[2H]-one). RXN SMILES: [NH2:1][C:2]1[CH:3]=[C:4]2[C:13](=[CH:14][CH:15]=1)[C:7]1=[N:8][NH:9][C:10](=[O:12])[CH2:11][C:6]1([CH3:16])[CH2:5]2.[CH3:17][S:18][C:19](SC)=[N:20]C#N.[N:25]1C=CC=C[CH:26]=1>>[C:26]([N:1]([C:2]1[CH:3]=[C:4]2[C:13](=[CH:14][CH:15]=1)[C:7]1=[N:8][NH:9][C:10](=[O:12])[CH2:11][C:6]1([CH3:16])[CH2:5]2)[C:19](=[NH:20])[S:18][CH3:17])#[N:25]. Procedure details: A mixture of 7-amino-4,4a,-dihydro-4a-methyl-[5H]-indeno[1,2-c]pyridazin-3[2H]-one (0.78 g), dimethyl cyanodithioiminocarbonate (1.02 g) in dry pyridine (20 ml) were stirred under reflux for 3 hours. The reaction mixture was evaporated to dryness, azeotroped several times with water and the residue triturated with acetone to give 7-(N-cyano-S-methylisothioureido)-4,4a,-dihydro-4a-methyl-[5H]-indeno[1,2-c]pyridazin-3[2H]-one (0.28 g) as a solid, m.p. 240° (d). The product is Cc1ccc(C2COc3cc(O)ccc3C2c2ccc(OCCN3CCCCC3)cc2)cc1. RXN SMILES: [CH3:1][O:2][c:3]1[cH:4][cH:5][c:6]2[c:11]([cH:12]1)[O:10][CH2:9][CH:8]([c:13]1[cH:14][cH:15][c:16]([CH3:19])[cH:17][cH:18]1)[CH:7]2[c:20]1[cH:21][cH:22][c:23]([O:26][CH2:27][CH2:28][N:29]2[CH2:30][CH2:31][CH2:32][CH2:33][CH2:34]2)[cH:24][cH:25]1.[ClH:35].[n:36]1[cH:37][cH:38][cH:39][cH:40][cH:41]1>>[OH:2][c:3]1[cH:4][cH:5][c:6]2[c:11]([cH:12]1)[O:10][CH2:9][CH:8]([c:13]1[cH:14][cH:15][c:16]([CH3:19])[cH:17][cH:18]1)[CH:7]2[c:20]1[cH:21][cH:22][c:23]([O:26][CH2:27][CH2:28][N:29]2[CH2:30][CH2:31][CH2:32][CH2:33][CH2:34]2)[cH:24][cH:25]1. The reactants are COc1ccc2c(c1)OCC(c1ccc(C)cc1)C2c1ccc(OCCN2CCCCC2)cc1, Cl, c1ccncc1. Starting materials: ClC1=C(C(=CC=C1F)Cl)[C@@H](C)OC=1C2=C(C=NC1N)C(=CO2)C=2CCNCC2 (7-[(R)-1-(2,6-dichloro-3-fluorophenyl)ethoxy]-3-(1,2,3,6-tetrahydro-pyridin-4-yl)furo[3,2-c]pyridin-6-ylamine), C(C)N=C=O (ethyl isocyanate), CCN(C(C)C)C(C)C (DIPEA). Solvent: CN(C)C=O (DMF). Reaction conditions: time 15 minute. Product: NC1=C(C2=C(C=N1)C(=CO2)C=2CCN(CC2)C(=O)NCC)O[C@H](C)C2=C(C(=CC=C2Cl)F)Cl (4-{6-Amino-7-[(1R)-1-(2,6-dichloro-3-fluorophenyl)ethoxy]furo[3,2-c]pyridin-3-yl}-N-ethyl-3,6-dihydropyridine-1(2H)-carboxamide). As a reaction SMILES: [Cl:1][C:2]1[C:7]([F:8])=[CH:6][CH:5]=[C:4]([Cl:9])[C:3]=1[C@H:10]([O:12][C:13]1[C:14]2[O:22][CH:21]=[C:20]([C:23]3[CH2:24][CH2:25][NH:26][CH2:27][CH:28]=3)[C:15]=2[CH:16]=[N:17][C:18]=1[NH2:19])[CH3:11].[CH2:29]([N:31]=[C:32]=[O:33])[CH3:30].CCN(C(C)C)C(C)C>CN(C=O)C>[NH2:19][C:18]1[N:17]=[CH:16][C:15]2[C:20]([C:23]3[CH2:24][CH2:25][N:26]([C:32]([NH:31][CH2:29][CH3:30])=[O:33])[CH2:27][CH:28]=3)=[CH:21][O:22][C:14]=2[C:13]=1[O:12][C@@H:10]([C:3]1[C:4]([Cl:9])=[CH:5][CH:6]=[C:7]([F:8])[C:2]=1[Cl:1])[CH3:11]. Procedure details: A mixture of 7-[(R)-1-(2,6-dichloro-3-fluorophenyl)ethoxy]-3-(1,2,3,6-tetrahydro-pyridin-4-yl)furo[3,2-c]pyridin-6-ylamine (10.0 mg, 0.0237 mmol), ethyl isocyanate (0.00310 g, 0.0436 mmol), DIPEA (0.033 mL, 0.19 mmol) in DMF (1 mL) was stirred at rt for 15 min. Purification by HPLC afforded the title compound as a colorless solid. 1H NMR (400 MHz, CD3OD): δ=1.13 (t, J=7.2 Hz, 3H), 1.87 (d, J=6.8 Hz, 3H), 2.48 (br. s., 2H), 3.22 (q, J=7.1 Hz, 2H), 3.62 (t, J=5.8 Hz, 2H), 4.06 (d, J=2.5 Hz, 2H), 6... Starting materials: CCO, CC(=O)OC(C)=O, c1ccc2c(c1)NCCN2, [Na+], [OH-]. Yields the product CC(=O)N1CCNc2ccccc21. RXN SMILES: [CH3:11][CH2:12][OH:13].[CH3:14][C:15]([O:16][C:17](=[O:18])[CH3:19])=[O:20].[NH:1]1[CH2:2][CH2:3][NH:4][c:5]2[cH:6][cH:7][cH:8][cH:9][c:10]21.[Na+:22].[OH-:21]>>[N:1]1([C:12]([CH3:11])=[O:13])[CH2:2][CH2:3][NH:4][c:5]2[cH:6][cH:7][cH:8][cH:9][c:10]21. The reactants are ClC1=CC2=C(N(C(=N2)CCl)C2COC2)C=C1 (5-chloro-2-chloromethyl-1-oxetan-3-yl-1H-benzoimidazole), ClC1=CC2=C(N(C(=N2)CN2N=C(C=3C2=CN=CC3)S(=O)(=O)C)[C@H]3CS(CC3)(=O)=O)C=C1 (1-({5-chloro-1-[(3R)-1,1-dioxidotetrahydrothiophen-3-yl]-1H-benzimidazol-2-yl}methyl)-3-(methylsulfonyl)-1H-pyrazolo[3,4-c]pyridine), CS(=O)(=O)C1=NNC2=CN=CC=C21 (3-(methylsulfonyl)-1H-pyrazolo[3,4-c]pyridine). Product: ClC1=CC2=C(N(C(=N2)CN2N=C(C=3C2=CN=CC3)S(=O)(=O)C)CCC3COC3)C=C1 (1-({5-Chloro-1-[2-(oxetan-3-yl)ethyl]-1H-benzimidazol-2-yl}methyl)-3-(methylsulfonyl)-1H-pyrazolo[3,4-c]pyridine). As a reaction SMILES: ClC1C=CC2N([CH:11]3[CH2:14][O:13][CH2:12]3)C(CCl)=NC=2C=1.[Cl:17][C:18]1[CH:47]=[CH:46][C:21]2[N:22]([C@@H:39]3CCS(=O)(=O)[CH2:40]3)[C:23]([CH2:25][N:26]3[C:30]4=[CH:31][N:32]=[CH:33][CH:34]=[C:29]4[C:28]([S:35]([CH3:38])(=[O:37])=[O:36])=[N:27]3)=[N:24][C:20]=2[CH:19]=1.CS(C1C2C(=CN=CC=2)NN=1)(=O)=O>>[Cl:17][C:18]1[CH:47]=[CH:46][C:21]2[N:22]([CH2:39][CH2:40][CH:11]3[CH2:14][O:13][CH2:12]3)[C:23]([CH2:25][N:26]3[C:30]4=[CH:31][N:32]=[CH:33][CH:34]=[C:29]4[C:28]([S:35]([CH3:38])(=[O:37])=[O:36])=[N:27]3)=[N:24][C:20]=2[CH:19]=1. Procedure details: The title compound was prepared in analogy to Example 2-1 by using 5-chloro-2-chloromethyl-1-oxetan-3-yl-1H-benzoimidazole and 3-methanesulfonyl-1H-indazole (Example 2-1) instead of 5-chloro-2-chloromethyl-1-((S)-1,1-dioxo-tetrahydro-1λ6-thiophen-3-yl)-1H-benzoimidazole and 3-(methylsulfonyl)-1H-pyrazolo[3,4-c]pyridine. The reactants are COC1=CC2=C(C(C3=C(CC2)C=CC=C3)CCCN(C)C)C=C1 (10,11-dihydro-2-methoxy-N,N-dimethyl-5H-dibenzo[a,d]cyclohepten-5-propylamine), O (water), B(Br)(Br)Br (boron tribromide), ice water. The solvent is ClCCl (dichloromethane), ClCCl (dichloromethane). Reaction conditions: temperature 24.5 celsius, time 30 minute. Product: Br.CN(CCCC1C2=C(CCC3=C1C=CC(=C3)O)C=CC=C2)C (5-(3-dimethylaminopropyl)-10,11-dihydro-5H-dibenzo[a,d]cyclohepten-2-ol Hydrobromide). Yield: 90.0%. RXN SMILES: B(Br)(Br)[Br:2].C[O:6][C:7]1[CH:27]=[CH:26][C:10]2[CH:11]([CH2:20][CH2:21][CH2:22][N:23]([CH3:25])[CH3:24])[C:12]3[CH:19]=[CH:18][CH:17]=[CH:16][C:13]=3[CH2:14][CH2:15][C:9]=2[CH:8]=1.O>ClCCl>[BrH:2].[CH3:25][N:23]([CH3:24])[CH2:22][CH2:21][CH2:20][CH:11]1[C:10]2[CH:26]=[CH:27][C:7]([OH:6])=[CH:8][C:9]=2[CH2:15][CH2:14][C:13]2[CH:16]=[CH:17][CH:18]=[CH:19][C:12]1=2 |f:4.5|. Procedure details: To 35 ml of freshly distilled dichloromethane was added 1.98 ml of boron tribromide. The reaction mixture was placed in a water bath. To the reaction mixture was added a solution of 1.1 g (3.5 mmol) of 5 in 15 ml of dichloromethane dropwise. The mixture was allowed to stir at room temperature (23-26° C.) for 30 minutes and poured into 50 g of ice/water. An additional 50 ml of water was added and extracted with 3×100 ml of chloroform. The combined organic layer was dried (Na2SO4) and concentrated... Starting materials: OC1=CC=C(C=C1)CCCN1C=NC=C1 (1-[3-(4-hydroxyphenyl)propyl]imidazole), ClCC=1OC2=C(N1)C=CC=C2 (2-chloromethylbenzoxazole). The product is N1(C=NC=C1)CCCC1=CC=C(OCC=2OC3=C(N2)C=CC=C3)C=C1 (2-[4-[3-(1-imidazolyl)propyl]phenoxymethyl]benzoxazole). The yield is 28.0%. As a reaction SMILES: [OH:1][C:2]1[CH:7]=[CH:6][C:5]([CH2:8][CH2:9][CH2:10][N:11]2[CH:15]=[CH:14][N:13]=[CH:12]2)=[CH:4][CH:3]=1.Cl[CH2:17][C:18]1[O:19][C:20]2[CH:26]=[CH:25][CH:24]=[CH:23][C:21]=2[N:22]=1>>[N:11]1([CH2:10][CH2:9][CH2:8][C:5]2[CH:6]=[CH:7][C:2]([O:1][CH2:17][C:18]3[O:19][C:20]4[CH:26]=[CH:25][CH:24]=[CH:23][C:21]=4[N:22]=3)=[CH:3][CH:4]=2)[CH:15]=[CH:14][N:13]=[CH:12]1. Procedure: In substantially the same manner as in Working Example 109, 1-[3-(4-hydroxyphenyl)propyl]imidazole was allowed to react with 2-chloromethylbenzoxazole to give 2-[4-[3-(1-imidazolyl)propyl]phenoxymethyl]benzoxazole. The yield was 28%. Recrystallization from ethyl acetate-hexane gave pale brown prisms, mp 81-82° C.